This data is from the Open Reaction Database (ORD), a public repository of structured organic reaction records. The task is: describe an organic reaction: reactants, conditions, products, and yield The reactants are Cl.[N+](=O)([O-])C1=CC=C(C=C1)CCCC1N2CCC(C1=O)CC2 (2-[3-(4-nitrophenyl)propyl]-1-azabicyclo[2.2.2]octan-3-one hydrochloride). The reagents and catalysts are [Pd] (palladium on charcoal). Run in CO (methanol). Product: Cl.Cl.NC1=CC=C(C=C1)CCCC1N2CCC(C1=O)CC2 (2-[3-(4-Aminophenyl)propyl]-1-azabicyclo[2.2.2]octan-3-one dihydrochloride). As a reaction SMILES: [ClH:1].[N+:2]([C:5]1[CH:10]=[CH:9][C:8]([CH2:11][CH2:12][CH2:13][CH:14]2[C:19](=[O:20])[CH:18]3[CH2:21][CH2:22][N:15]2[CH2:16][CH2:17]3)=[CH:7][CH:6]=1)([O-])=O>[Pd].CO>[ClH:1].[ClH:1].[NH2:2][C:5]1[CH:6]=[CH:7][C:8]([CH2:11][CH2:12][CH2:13][CH:14]2[C:19](=[O:20])[CH:18]3[CH2:21][CH2:22][N:15]2[CH2:16][CH2:17]3)=[CH:9][CH:10]=1 |f:0.1,4.5.6|. Reported procedure: To a Parr bottle add 9.74 g (0.03 mole) of 2-[3-(4-nitrophenyl)propyl]-1-azabicyclo[2.2.2]octan-3-one hydrochloride, 150 ml of methanol and 0.5 g of 10% palladium on charcoal catalyst (wet with 2-3 ml of water). Place the bottle on a hydrogenator, flush the system three times with hydrogen and pressurize the system to 25 p.s.i. Shake the reaction mixture and follow the reaction by thin-layer chromatography on silica gel (acetonitrile:ammonium hydroxide, 95:5). At the completion of the reaction r... Run at temperature 70 celsius, time 16 hour. Reaction SMILES: Cl[C:2]1[N:7]=[CH:6][C:5]2[CH:8]=[N:9][N:10]([C:11]([C:24]3[CH:29]=[CH:28][CH:27]=[CH:26][CH:25]=3)([C:18]3[CH:23]=[CH:22][CH:21]=[CH:20][CH:19]=3)[C:12]3[CH:17]=[CH:16][CH:15]=[CH:14][CH:13]=3)[C:4]=2[CH:3]=1.C1(P(C2CCCCC2)C2C=CC=CC=2C2C=CC=CC=2)CCCCC1.C[Si]([N-:59][Si](C)(C)C)(C)C.[Li+]>C1C=CC(/C=C/C(/C=C/C2C=CC=CC=2)=O)=CC=1.C1C=CC(/C=C/C(/C=C/C2C=CC=CC=2)=O)=CC=1.C1C=CC(/C=C/C(/C=C/C2C=CC=CC=2)=O)=CC=1.[Pd].[Pd].C1(P(C2CCCCC2)C2C=CC=CC=2C2C=CC=CC=2)CCCCC1.C1COCC1>[C:11]([N:10]1[C:4]2[CH:3]=[C:2]([NH2:59])[N:7]=[CH:6][C:5]=2[CH:8]=[N:9]1)([C:12]1[CH:17]=[CH:16][CH:15]=[CH:14][CH:13]=1)([C:18]1[CH:23]=[CH:22][CH:21]=[CH:20][CH:19]=1)[C:24]1[CH:25]=[CH:26][CH:27]=[CH:28][CH:29]=1 |f:2.3,4.5.6.7.8|. The reactants are [Li+].C[Si](C)(C)[N-][Si](C)(C)C (LiHMDS), C[Si](C)(C)[N-][Si](C)(C)C.[Li+] (Lithium bis(trimethylsilyl)amide), ClC1=CC2=C(C=N1)C=NN2C(C2=CC=CC=C2)(C2=CC=CC=C2)C2=CC=CC=C2 (6-chloro-1-trityl-1H-pyrazolo[4,3-c]pyridine), C1(CCCCC1)P(C1=C(C=CC=C1)C1=CC=CC=C1)C1CCCCC1 (2-(dicyclohexylphosphino) biphenyl). Procedure: A microwave vial was charged with 6-chloro-1-trityl-1H-pyrazolo[4,3-c]pyridine (1.02 g, 2.58 mmol), Pd2(dba)3 (0.24 g, 0.262 mmol), 2-(dicyclohexylphosphino) biphenyl (0.1 g, 0.285 mmol) and THF (11 mL). The mixture was evacuated and purged with nitrogen 5 times. Lithium bis(trimethylsilyl)amide (4.0 ml, 4.0 mmol, 1M in THF) was added dropwise and the mixture was heated at 70° C. for 2 h. Pd2(dba)3 (0.12 g, 0.131 mmol), 2-(dicyclohexylphosphino) biphenyl (0.05 g, 0.142 mmol) and LiHMDS (2.0 ml, ... Product: C(C1=CC=CC=C1)(C1=CC=CC=C1)(C1=CC=CC=C1)N1N=CC=2C=NC(=CC21)N (1-trityl-1H-pyrazolo[4,3-c]pyridin-6-amine). Yield: 83.7%. The solvent is C1CCOC1 (THF). The reagents and catalysts are C=1C=CC(=CC1)/C=C/C(=O)/C=C/C2=CC=CC=C2.C=1C=CC(=CC1)/C=C/C(=O)/C=C/C2=CC=CC=C2.C=1C=CC(=CC1)/C=C/C(=O)/C=C/C2=CC=CC=C2.[Pd].[Pd] (Pd2(dba)3), C1(CCCCC1)P(C1=C(C=CC=C1)C1=CC=CC=C1)C1CCCCC1 (2-(dicyclohexylphosphino) biphenyl), C=1C=CC(=CC1)/C=C/C(=O)/C=C/C2=CC=CC=C2.C=1C=CC(=CC1)/C=C/C(=O)/C=C/C2=CC=CC=C2.C=1C=CC(=CC1)/C=C/C(=O)/C=C/C2=CC=CC=C2.[Pd].[Pd] (Pd2(dba)3).